Dataset: the Open Reaction Database (ORD), a public repository of structured organic reaction records. Task: describe an organic reaction: reactants, conditions, products, and yield Reactants: IC1=CC(=CC2=C1N(C=N2)C2=CC=CC=C2)C(F)(F)F (7-iodo-1-phenyl-5-trifluoromethylbenzimidazole), O1C=C(C=C1)B(O)O (3-furane boronic acid), C(CCO)O (1,3-propanediol), C([O-])([O-])=O.[K+].[K+] (potassium carbonate). The reagents and catalysts are Cl[Pd]([P](C1=CC=CC=C1)(C2=CC=CC=C2)C3=CC=CC=C3)([P](C4=CC=CC=C4)(C5=CC=CC=C5)C6=CC=CC=C6)Cl (bis(triphenylphosphin)palladium dichloride). Solvent: C(OC)COC (dimethoxyethane), O (water). Yields the product O1C=C(C=C1)C1=CC(=CC2=C1N(C=N2)C2=CC=CC=C2)C(F)(F)F (7-(3-Furyl)-1-phenyl-5-trifluoromethylbenzimidazole). The yield is 53.6%. Reaction SMILES: I[C:2]1[C:7]2[N:8]([C:11]3[CH:16]=[CH:15][CH:14]=[CH:13][CH:12]=3)[CH:9]=[N:10][C:6]=2[CH:5]=[C:4]([C:17]([F:20])([F:19])[F:18])[CH:3]=1.[O:21]1[CH:25]=[CH:24][C:23](B(O)O)=[CH:22]1.C(O)CCO.C(=O)([O-])[O-].[K+].[K+]>C(COC)OC.O.Cl[Pd](Cl)([P](C1C=CC=CC=1)(C1C=CC=CC=1)C1C=CC=CC=1)[P](C1C=CC=CC=1)(C1C=CC=CC=1)C1C=CC=CC=1>[O:21]1[CH:25]=[CH:24][C:23]([C:2]2[C:7]3[N:8]([C:11]4[CH:16]=[CH:15][CH:14]=[CH:13][CH:12]=4)[CH:9]=[N:10][C:6]=3[CH:5]=[C:4]([C:17]([F:20])([F:19])[F:18])[CH:3]=2)=[CH:22]1 |f:3.4.5,^1:49,68|. Procedure: A mixture of 7-iodo-1-phenyl-5-trifluoromethylbenzimidazole (0.5 g, 1.25 mmol), 3-furane boronic acid (0.2 g, 1.87 mmol), 1,3-propanediol (0.45 ml, 6.2 mmol), potassium carbonate (0.86 g, 6.2 mmol) and bis(triphenylphosphin)palladium dichloride (50 mg, 0.07 mmol) in a mixture of dimethoxyethane (10 ml) and water (15 ml) was stirred at reflux in a nitrogen atmosphere for 30 min. The cooled reaction mixture was partitioned between ethyl acetate and water and the organic layer was dried over magnes...